The task is: describe an organic reaction: reactants, conditions, products, and yield. This data is from the Open Reaction Database (ORD), a public repository of structured organic reaction records. Reaction SMILES: [CH3:1][O:2][CH2:3][CH:4]1[CH2:8][CH2:7][CH2:6][NH:5]1.CCN(C(C)C)C(C)C.[C:18]([C:20]1[CH:21]=[C:22]([CH3:27])[C:23](F)=[N:24][CH:25]=1)#[N:19]>C(O)CCC.CCOC(C)=O>[CH3:1][O:2][CH2:3][CH:4]1[CH2:8][CH2:7][CH2:6][N:5]1[C:23]1[C:22]([CH3:27])=[CH:21][C:20]([C:18]#[N:19])=[CH:25][N:24]=1. Procedure: 2-(Methoxymethyl)pyrrolidine (406 mg; 3.53 mmol; 1.2 eq.) and DIEA (1.52 mL; 8.82 mmol; 3 eq.) were added to a solution of 5-cyano-2-fluoro-3-methylpyridine (400 mg; 2.94 mmol; 1 eq.) in 1-butanol (1 mL) and the reaction mixture was stirred at 90° C. for 16 hours. The reaction mixture was allowed to return to RT then diluted with EtOAc, washed with water, dried over MgSO4 and concentrated in vacuo to afford the title compound as a yellow oil (0.59 g, 87%). LC/MS (Method A): 200.1 (M+H)+. HPLC (M... Yield: 86.8%. Reaction conditions: temperature 90 celsius, time 16 hour. Run in C(CCC)O (1-butanol), CCOC(=O)C (EtOAc). The product is COCC1N(CCC1)C1=NC=C(C#N)C=C1C (6[2-(methoxymethyl)pyrrolidin-1-yl]-5-methylnicotinonitrile). The reactants are COCC1NCCC1 (2-(Methoxymethyl)pyrrolidine), CCN(C(C)C)C(C)C (DIEA), C(#N)C=1C=C(C(=NC1)F)C (5-cyano-2-fluoro-3-methylpyridine). Starting materials: OC1=C(C(=O)O)C=CC(=C1)I (2-hydroxy-4-iodobenzoic acid), CN(C1=C(C=C(C=C1C(C)C)C(C#C)O)C(C)C)C (1-(4-dimethylamino-3,5-diisopropylphenyl)prop-2-yn-1-ol). The reagents and catalysts are [Cu](I)I (copper iodide), Cl[Pd]([P](C1=CC=CC=C1)(C2=CC=CC=C2)C3=CC=CC=C3)([P](C4=CC=CC=C4)(C5=CC=CC=C5)C6=CC=CC=C6)Cl (bis(triphenylphosphine)-palladium chloride). Product: CN(C1=C(C=C(C=C1C(C)C)C(C#CC1=CC(=C(C(=O)O)C=C1)O)O)C(C)C)C (4-[3-(4-dimethylamino-3,5-diisopropylphenyl)-3-hydroxyprop-1-ynyl]-2-hydroxy-benzoic acid). Isolated yield 22.5%. Reaction SMILES: [OH:1][C:2]1[CH:10]=[C:9](I)[CH:8]=[CH:7][C:3]=1[C:4]([OH:6])=[O:5].[CH3:12][N:13]([CH3:30])[C:14]1[C:19]([CH:20]([CH3:22])[CH3:21])=[CH:18][C:17]([CH:23]([OH:26])[C:24]#[CH:25])=[CH:16][C:15]=1[CH:27]([CH3:29])[CH3:28]>[Cu](I)I.Cl[Pd](Cl)([P](C1C=CC=CC=1)(C1C=CC=CC=1)C1C=CC=CC=1)[P](C1C=CC=CC=1)(C1C=CC=CC=1)C1C=CC=CC=1>[CH3:30][N:13]([CH3:12])[C:14]1[C:19]([CH:20]([CH3:21])[CH3:22])=[CH:18][C:17]([CH:23]([OH:26])[C:24]#[C:25][C:9]2[CH:8]=[CH:7][C:3]([C:4]([OH:6])=[O:5])=[C:2]([OH:1])[CH:10]=2)=[CH:16][C:15]=1[CH:27]([CH3:29])[CH3:28] |^1:36,55|. Reported procedure: In a manner analogous to example 1 f, the process is carried out by a reaction of 360 mg (1.35 mmol) of 2-hydroxy-4-iodobenzoic acid with 500 mg (1.9 mmol) of 1-(4-dimethylamino-3,5-diisopropylphenyl)prop-2-yn-1-ol in the presence of 15 mg (0.08 mmol) of copper iodide and 27 mg (0.04 mmol) of bis(triphenylphosphine)-palladium chloride. 120 mg of 4-[3-(4-dimethylamino-3,5-diisopropylphenyl)-3-hydroxyprop-1-ynyl]-2-hydroxy-benzoic acid are obtained in the form of a yellowish solid (Mp: dec>250° C.... Reactants: C(C)(C)(C)N1N=C(C2=CC(=C(C=C12)F)Cl)C (1-tert-butyl-5-chloro-6-fluoro-3-methyl-1H-indazole), CC(C)(C#N)N=NC(C)(C)C#N (AIBN), C1CC(=O)N(C1=O)Br (NBS), C(C)(C)(C)N1N=C(C2=CC(=C(C=C12)F)Cl)C(Br)Br (1-tert-butyl-5-chloro-3-(dibromomethyl)-6-fluoro-1H-indazole). Solvent: ClC(C)Cl (dichloroethane). Yields the product BrCC1=NN(C2=CC(=C(C=C12)Cl)F)C(C)(C)C (3-(bromomethyl)-1-tert-butyl-5-chloro-6-fluoro-1H-indazole). RXN SMILES: C(N1C2C(=CC(Cl)=C(F)C=2)C(C)=N1)(C)(C)C.CC(N=NC(C#N)(C)C)(C#N)C.C1C(=O)N(Br)C(=O)C1.[C:37]([N:41]1[C:49]2[C:44](=[CH:45][C:46]([Cl:51])=[C:47]([F:50])[CH:48]=2)[C:43]([CH:52](Br)[Br:53])=[N:42]1)([CH3:40])([CH3:39])[CH3:38]>ClC(Cl)C>[Br:53][CH2:52][C:43]1[C:44]2[C:49](=[CH:48][C:47]([F:50])=[C:46]([Cl:51])[CH:45]=2)[N:41]([C:37]([CH3:40])([CH3:39])[CH3:38])[N:42]=1. Reported procedure: To 1-tert-butyl-5-chloro-6-fluoro-3-methyl-1H-indazole (153 mg, 0.636 mmol) in dichloroethane (3.0 mL) were added AIBN (20.88 mg, 0.127 mmol) and NBS (124 mg, 0.699 mmol) and the reaction mixture was refluxed under a sunlamp for 3 hours. The reaction was cooled to room temperature and after filtering through a pad of celite, the solution was concentrated under reduced pressure. The residue was partitioned between ethyl acetate (2×15 mL) and water (10 mL), washed with saturated sodium bicarbonate... Reactants: CN(C)C=O, [H-], [Na+], CC(OC1CCCCO1)C1(c2ccc(F)cc2F)CO1, c1nc[nH]n1. The product is CC(OC1CCCCO1)C(O)(Cn1cncn1)c1ccc(F)cc1F. Reaction SMILES: [CH3:28][N:29]([CH3:30])[CH:31]=[O:32].[H-:1].[Na+:2].[O:8]1[CH:9]([O:14][CH:15]([CH3:16])[C:17]2([c:20]3[c:21]([F:27])[cH:22][c:23]([F:26])[cH:24][cH:25]3)[O:18][CH2:19]2)[CH2:10][CH2:11][CH2:12][CH2:13]1.[nH:3]1[n:4][cH:5][n:6][cH:7]1>>[n:3]1([CH2:19][C:17]([CH:15]([O:14][CH:9]2[O:8][CH2:13][CH2:12][CH2:11][CH2:10]2)[CH3:16])([OH:18])[c:20]2[c:21]([F:27])[cH:22][c:23]([F:26])[cH:24][cH:25]2)[n:4][cH:5][n:6][cH:7]1. Starting materials: C(C)(C)O (isopropanol), [OH-].[Na+] (sodium hydroxide), ClC1=NC(=NC(=N1)NC1=CC(=C(C=C1)OC)Cl)NC1CCCCCC1 (6-Chloro-N-(3-chloro-4-methoxy-phenyl)-N′-cycloheptyl-[1,3,5]triazine-2,4-diamine). Run in C1=CC=CC=C1 (benzene). Reaction conditions: temperature 25 celsius. Yields the product ClC=1C=C(C=CC1OC)NC1=NC(=NC(=N1)NC1CCCCCC1)OC(C)C (N2-(3-chloro-4-methoxyphenyl)-N4-cycloheptyl-6-isopropoxy-1,3,5-triazine-2,4-diamine), solid. Isolated yield 94.0%. RXN SMILES: [CH:1]([OH:4])([CH3:3])[CH3:2].[OH-].[Na+].Cl[C:8]1[N:13]=[C:12]([NH:14][C:15]2[CH:20]=[CH:19][C:18]([O:21][CH3:22])=[C:17]([Cl:23])[CH:16]=2)[N:11]=[C:10]([NH:24][CH:25]2[CH2:31][CH2:30][CH2:29][CH2:28][CH2:27][CH2:26]2)[N:9]=1>C1C=CC=CC=1>[Cl:23][C:17]1[CH:16]=[C:15]([NH:14][C:12]2[N:11]=[C:10]([NH:24][CH:25]3[CH2:31][CH2:30][CH2:29][CH2:28][CH2:27][CH2:26]3)[N:9]=[C:8]([O:4][CH:1]([CH3:3])[CH3:2])[N:13]=2)[CH:20]=[CH:19][C:18]=1[O:21][CH3:22] |f:1.2|. Procedure details: A mixture of isopropanol (2 mL) and sodium hydroxide (95 mg, 2.27 mmol) in benzene (10 mL) was heated to reflux for 2 hours with stirring under nitrogen atmosphere and then cooled to 25° C. followed by the addition of compound 133 (0.3 g, 0.78 mmol) at same temperature. The mixture was heated to reflux for 6 hours, concentrated under vacuum and diluted with water (10 mL). The precipitated solid was filtered off and purified by column chromatography (1–2% MeOH—CHCl3) to afford the title compound ... The reactants are CCOC(=O)CBr, O=C([O-])[O-], CC(C)=O, Cl, [K+], [K+], O=[N+]([O-])c1ccc(O)cc1C(F)(F)F, O. Yields the product CCOC(=O)COc1ccc([N+](=O)[O-])c(C(F)(F)F)c1. RXN SMILES: [Br:1][CH2:2][C:3](=[O:4])[O:5][CH2:6][CH3:7].[C:22](=[O:23])([O-:24])[O-:25].[CH3:29][C:30](=[O:31])[CH3:32].[ClH:28].[K+:26].[K+:27].[N+:8](=[O:9])([O-:10])[c:11]1[c:12]([C:18]([F:19])([F:20])[F:21])[cH:13][c:14]([OH:17])[cH:15][cH:16]1.[OH2:33]>>[CH2:2]([C:3](=[O:4])[O:5][CH2:6][CH3:7])[O:17][c:14]1[cH:13][c:12]([C:18]([F:19])([F:20])[F:21])[c:11]([N+:8](=[O:9])[O-:10])[cH:16][cH:15]1. Reactants: CCNCC, C#CC, [Cu]I, CN1Cc2c(I)ncn2-c2ccccc2C1=O, Cl[Pd]Cl, c1ccc(P(c2ccccc2)c2ccccc2)cc1, c1ccc(P(c2ccccc2)c2ccccc2)cc1. As a reaction SMILES: [CH2:21]([NH:22][CH2:23][CH3:24])[CH3:25].[CH3:18][C:19]#[CH:20].[Cu:67][I:68].[I:1][c:2]1[n:3][cH:4][n:5]2[c:6]1[CH2:7][N:8]([CH3:17])[C:9](=[O:16])[c:10]1[c:11]-2[cH:12][cH:13][cH:14][cH:15]1.[Pd:26]([Cl:27])[Cl:28].[c:29]1([P:30]([c:31]2[cH:32][cH:33][cH:34][cH:35][cH:36]2)[c:37]2[cH:38][cH:39][cH:40][cH:41][cH:42]2)[cH:43][cH:44][cH:45][cH:46][cH:47]1.[c:48]1([P:49]([c:50]2[cH:51][cH:52][cH:53][cH:54][cH:55]2)[c:56]2[cH:57][cH:58][cH:59][cH:60][cH:61]2)[cH:62][cH:63][cH:64][cH:65][cH:66]1>>[c:2]1([C:18]#[C:19][CH3:20])[n:3][cH:4][n:5]2[c:6]1[CH2:7][N:8]([CH3:17])[C:9](=[O:16])[c:10]1[c:11]-2[cH:12][cH:13][cH:14][cH:15]1. The product is CC#Cc1ncn2c1CN(C)C(=O)c1ccccc1-2. The reactants are O=C([O-])[O-], NCCC1CC1C1CCN(c2ncc(Cl)cn2)CC1, Cc1nc(Cl)cc(C#N)n1, [Cs+], [Cs+], CN(C)C=O. Product: Cc1nc(C#N)cc(NCCC2CC2C2CCN(c3ncc(Cl)cn3)CC2)n1. Reaction SMILES: [C:20](=[O:21])([O-:22])[O-:23].[Cl:1][c:2]1[cH:3][n:4][c:5]([N:8]2[CH2:9][CH2:10][CH:11]([CH:14]3[CH:15]([CH2:17][CH2:18][NH2:19])[CH2:16]3)[CH2:12][CH2:13]2)[n:6][cH:7]1.[Cl:26][c:27]1[cH:28][c:29]([C:34]#[N:35])[n:30][c:31]([CH3:33])[n:32]1.[Cs+:24].[Cs+:25].[O:36]=[CH:37][N:38]([CH3:39])[CH3:40]>>[Cl:1][c:2]1[cH:3][n:4][c:5]([N:8]2[CH2:9][CH2:10][CH:11]([CH:14]3[CH:15]([CH2:17][CH2:18][NH:19][c:27]4[cH:28][c:29]([C:34]#[N:35])[n:30][c:31]([CH3:33])[n:32]4)[CH2:16]3)[CH2:12][CH2:13]2)[n:6][cH:7]1.